From a dataset of the Open Reaction Database (ORD), a public repository of structured organic reaction records. describe an organic reaction: reactants, conditions, products, and yield Starting materials: C=O (formaldehyde), [N+](=O)([O-])CCCC1=CC=C(C=C1)C(CCCCCCC)=O (1-(4-(3-nitropropyl)phenyl)octan-1-one), C(C)O (ethanol). Product: OCC(CCC1=CC=C(C=C1)C(CCCCCCC)=O)([N+](=O)[O-])CO (1-(4-(4-hydroxy-3-(hydroxymethyl)-3-nitrobutyl)phenyl)octan-1-one). RXN SMILES: [CH2:1]=[O:2].[N+:3]([CH2:6][CH2:7][CH2:8][C:9]1[CH:14]=[CH:13][C:12]([C:15](=[O:23])[CH2:16][CH2:17][CH2:18][CH2:19][CH2:20][CH2:21][CH3:22])=[CH:11][CH:10]=1)([O-:5])=[O:4].[CH2:24]([OH:26])C>>[OH:2][CH2:1][C:6]([CH2:24][OH:26])([N+:3]([O-:5])=[O:4])[CH2:7][CH2:8][C:9]1[CH:10]=[CH:11][C:12]([C:15](=[O:23])[CH2:16][CH2:17][CH2:18][CH2:19][CH2:20][CH2:21][CH3:22])=[CH:13][CH:14]=1. Procedure: Compound (18) was prepared by Henry addition of formaldehyde (37% aqueous solution) to 1-(4-(3-nitropropyl)phenyl)octan-1-one (17) in ethanol, in the presence of strongly basic anion exchange resin Amberlite IRA-401(0H-), according to the procedure described by Astle and Abbot [J. Org. Chem. 21, 1228 (1956)]. The yield of the desired product was 65%. Starting materials: Cl.N1C(=NC=C1)CC=1C=C2CCC(CC2=CC1)C(=O)OCC (ethyl 6-(1-imidazolylmethyl)-1,2,3,4-tetrahydro-2-naphthalenecarboxylate hydrochloride), Cl (hydrochloric acid). Run in CO (methanol). Yields the product Cl.N1C(=NC=C1)CC=1C=C2CCC(CC2=CC1)C(=O)O (6-(1-imidazolylmethyl)-1,2,3,4-tetrahydro-2-naphthalenecarboxylic acid hydrochloride). Yield: 61.4%. As a reaction SMILES: [ClH:1].[NH:2]1[CH:6]=[CH:5][N:4]=[C:3]1[CH2:7][C:8]1[CH:9]=[C:10]2[C:15](=[CH:16][CH:17]=1)[CH2:14][CH:13]([C:18]([O:20]CC)=[O:19])[CH2:12][CH2:11]2.Cl>CO>[ClH:1].[NH:2]1[CH:6]=[CH:5][N:4]=[C:3]1[CH2:7][C:8]1[CH:9]=[C:10]2[C:15](=[CH:16][CH:17]=1)[CH2:14][CH:13]([C:18]([OH:20])=[O:19])[CH2:12][CH2:11]2 |f:0.1,4.5|. Procedure details: 4.5 g of ethyl 6-(1-imidazolylmethyl)-1,2,3,4-tetrahydro-2-naphthalenecarboxylate hydrochloride was added to a mixture of 15 ml of concentrated hydrochloric acid and 30 ml of methanol and then the mixture was heated under reflux for 20 hours. The reaction mixture was concentrated in vacuo to give 2.52 g of 6-(1-imidazolylmethyl)-1,2,3,4-tetrahydro-2-naphthalenecarboxylic acid hydrochloride as colorless prisms with m.p. 193°-223° C. The reactants are C(C)(C)OC1=C(C=CC=C1)O (2-isopropoxyphenol), CNC(OCC)=O (ethyl N-methylcarbamate), P(=O)(Cl)(Cl)Cl (phosphoryl chloride), C1(=CC=CC=C1)C (toluene). Yields the product CNC(OC1=C(C=CC=C1)C(C)C)=O (2-isopropylphenyl N-methylcarbamate), ( VII ). As a reaction SMILES: C(O[C:5]1[CH:10]=CC=[CH:7][C:6]=1O)(C)C.[CH3:12][NH:13][C:14](=[O:18])[O:15][CH2:16][CH3:17].P(Cl)(Cl)(Cl)=O.[C:24]1(C)[CH:29]=CC=C[CH:25]=1>>[CH3:12][NH:13][C:14](=[O:18])[O:15][C:16]1[CH:7]=[CH:6][CH:5]=[CH:10][C:17]=1[CH:24]([CH3:29])[CH3:25]. Reported procedure: To a solution of 2-isopropoxyphenol (1.38 g, 0.01 mole) and ethyl N-methylcarbamate (1.03 g, 0.01 mole) in toluene (10 ml), was added phosphoryl chloride (1.54 g, 0.01 mole) and refluxed for six hours. The reaction mixture was worked up as described earlier to give 2-isopropylphenyl N-methylcarbamate of the formula (VII) as a solid, crystallised from pet. ether, m.p. 88° C. to 93° C. Starting materials: ClC=1C=C(C=C(C1)Cl)NC(C)C(=O)O (N-(3,5-dichlorophenyl)-D,L-alanine), CN (methylamine), CNC([C@@H](N)CCCC)=O (L-norleucine N-methyl amide), C(=O)(OC(C)(C)C)N[C@@H](CCCC)C(=O)O (BOC-L-norleucine). Yields the product ClC=1C=C(C=C(C1)Cl)NC(C)C(=O)N[C@@H](C)CCCC.C[NH-] (N-[N-(3,5-dichlorophenyl)-D,L-alanyl]-(S)-2-aminohexan (N-methyl)-amide). As a reaction SMILES: [Cl:1][C:2]1[CH:3]=[C:4]([NH:9][CH:10]([C:12]([OH:14])=O)[CH3:11])[CH:5]=[C:6]([Cl:8])[CH:7]=1.[CH3:15][NH:16][C:17](=O)[C@H:18]([CH2:20][CH2:21][CH2:22][CH3:23])[NH2:19].C(N[C@H](C(O)=O)CCCC)(OC(C)(C)C)=O.CN>>[Cl:8][C:6]1[CH:5]=[C:4]([NH:9][CH:10]([C:12]([NH:19][C@H:18]([CH2:20][CH2:21][CH2:22][CH3:23])[CH3:17])=[O:14])[CH3:11])[CH:3]=[C:2]([Cl:1])[CH:7]=1.[CH3:15][NH-:16] |f:4.5|. Reported procedure: Following General Procedure D and using N-(3,5-dichlorophenyl)-D,L-alanine and L-norleucine N-methyl amide (prepared by coupling BOC-L-norleucine (Bachem) with methylamine (Aldrich) using General Procedure E, followed by removal of the BOC group using General Procedure F), the title compound was prepared. The reaction was monitored by tlc (Rf=0.25 in 3% methanol/dichloromethane) and purification of this compound was by thin layer chromatography with 3% methanol/dichloromethane. Starting materials: N#Cc1ccccc1C=O, CC(=O)OC(C)=O, Cc1cccc(C)n1. Yields the product Cc1cccc(C=Cc2ccccc2C#N)n1. RXN SMILES: [C:9](#[N:10])[c:11]1[c:12]([CH:13]=[O:14])[cH:15][cH:16][cH:17][cH:18]1.[CH3:19][C:20]([O:21][C:22](=[O:23])[CH3:24])=[O:25].[CH3:1][c:2]1[n:3][c:4]([CH3:8])[cH:5][cH:6][cH:7]1>>[CH:1]([c:2]1[n:3][c:4]([CH3:8])[cH:5][cH:6][cH:7]1)=[CH:13][c:12]1[c:11]([C:9]#[N:10])[cH:18][cH:17][cH:16][cH:15]1. As a reaction SMILES: [Br:1][C:2]1[CH:10]=[CH:9][C:8]([Cl:11])=[CH:7][C:3]=1[C:4]([OH:6])=[O:5].[CH2:12](O)[CH3:13]>S(=O)(=O)(O)O>[Br:1][C:2]1[CH:10]=[CH:9][C:8]([Cl:11])=[CH:7][C:3]=1[C:4]([O:6][CH2:12][CH3:13])=[O:5]. Run in S(O)(O)(=O)=O (sulphuric acid). Procedure details: A solution of 2-bromo-5-chlorobenzoic acid in ethanol (10 ml) and sulphuric acid (0.5 ml) was refluxed for 20 hours then cooled and evaporated. The residue was dissolved in diethyl ether/water and the organic layer dried (magnesium sulphate) and evaporated to give 516 mg of light brown oil. Product: BrC1=C(C(=O)OCC)C=C(C=C1)Cl (Ethyl 2-bromo-5-chlorobenzoate). Starting materials: BrC1=C(C(=O)O)C=C(C=C1)Cl (2-bromo-5-chlorobenzoic acid), C(C)O (ethanol). Reactants: Cc1ccc(Cl)nc1Cl, [Na+], [OH-], O=[N+]([O-])O, O=S(=O)(O)O. Yields the product Cc1cc([N+](=O)[O-])c(Cl)nc1Cl. As a reaction SMILES: [Cl:1][c:2]1[n:3][c:4]([Cl:9])[cH:5][cH:6][c:7]1[CH3:8].[Na+:15].[OH-:14].[OH:10][N+:11]([O-:12])=[O:13].[S:16](=[O:17])(=[O:18])([OH:19])[OH:20]>>[Cl:1][c:2]1[n:3][c:4]([Cl:9])[c:5]([N+:11](=[O:10])[O-:12])[cH:6][c:7]1[CH3:8].